This data is from the Open Reaction Database (ORD), a public repository of structured organic reaction records. The task is: describe an organic reaction: reactants, conditions, products, and yield Reactants: C=Cc1nc(-c2ccc(Br)cc2)oc1C, CCOC(C)=O, CS(C)=O, O=C1CCC(=O)N1Br, O. The product is Cc1oc(-c2ccc(Br)cc2)nc1C(O)CBr. RXN SMILES: [Br:9][c:10]1[cH:11][cH:12][c:13](-[c:16]2[o:17][c:18]([CH3:23])[c:19]([CH:21]=[CH2:22])[n:20]2)[cH:14][cH:15]1.[CH3:24][CH2:25][O:26][C:27]([CH3:28])=[O:29].[CH3:31][S:32]([CH3:33])=[O:34].[O:1]=[C:2]1[N:3]([Br:8])[C:4](=[O:5])[CH2:6][CH2:7]1.[OH2:30]>>[Br:8][CH2:22][CH:21]([c:19]1[c:18]([CH3:23])[o:17][c:16](-[c:13]2[cH:12][cH:11][c:10]([Br:9])[cH:15][cH:14]2)[n:20]1)[OH:30]. The reactants are FC1=CC=C2C=CNC2=C1 (6-fluoroindole), C1(CC1)CBr (cyclopropyl-methylbromide), N1=C(N=CC=C1)SC1=CN=C(S1)N (5-(pyrimidin-2-ylsulfanyl)-thiazole-2-ylamine). The product is N1C=CC2=CC=CC=C12 (Indole). Reaction SMILES: F[C:2]1[CH:10]=[C:9]2[C:5]([CH:6]=[CH:7][NH:8]2)=[CH:4][CH:3]=1.C1(CBr)CC1.N1C=CC=NC=1SC1SC(N)=NC=1>>[NH:8]1[C:9]2[C:5](=[CH:4][CH:3]=[CH:2][CH:10]=2)[CH:6]=[CH:7]1. Reported procedure: 6-fluoroindole, R5X=cyclopropyl-methylbromide; NH2A=5-(pyrimidin-2-ylsulfanyl)-thiazole-2-ylamine Reactants: N#Cc1cc(Cl)cc(Oc2c(Cl)ccc(CNC(=O)c3ccccn3)c2F)c1, ClCCl, O=C(OO)c1cccc(Cl)c1. The product is N#Cc1cc(Cl)cc(Oc2c(Cl)ccc(CNC(=O)c3cccc[n+]3[O-])c2F)c1. As a reaction SMILES: [Cl:1][c:2]1[c:3]([O:19][c:20]2[cH:21][c:22]([Cl:28])[cH:23][c:24]([C:26]#[N:27])[cH:25]2)[c:4]([F:18])[c:5]([CH2:6][NH:7][C:8](=[O:9])[c:10]2[n:11][cH:12][cH:13][cH:14][cH:15]2)[cH:16][cH:17]1.[Cl:40][CH2:41][Cl:42].[OH:29][O:30][C:31]([c:32]1[cH:33][c:34]([Cl:35])[cH:36][cH:37][cH:38]1)=[O:39]>>[Cl:1][c:2]1[c:3]([O:19][c:20]2[cH:21][c:22]([Cl:28])[cH:23][c:24]([C:26]#[N:27])[cH:25]2)[c:4]([F:18])[c:5]([CH2:6][NH:7][C:8](=[O:9])[c:10]2[n+:11]([O-:29])[cH:12][cH:13][cH:14][cH:15]2)[cH:16][cH:17]1. Reactants: [OH-].[Na+] (NaOH), C(C)OC(C(CC1=CC=C(C=C1)O)(C)OC=1C=C(C=CC1)C)=O (2-(m-tolyloxy)-3-(4-hydroxyphenyl)-2-methyl-propionic acid ethyl ester), CC1=C(N=C(O1)C1=CC=C(C=C1)C1=CC=CC=C1)CCOS(=O)(=O)C1=CC=C(C=C1)C (toluene-4-sulfonic acid 2-(5-methyl-2-biphenyl-4-yl-oxazol-4-yl)ethyl ester), C(=O)([O-])[O-].[K+].[K+] (K2CO3). The solvent is C(C)O (ethanol), C(C)O (ethanol). Product: C1(=CC=C(C=C1)C=1OC(=C(N1)CCOC1=CC=C(C=C1)CC(C(=O)O)(OC=1C=C(C=CC1)C)C)C)C1=CC=CC=C1 (3-{4-[2-(2-biphenyl-4-yl-5-methyl-oxazol-4-yl)-ethoxy]-phenyl}-2-methyl-2-m-tolyloxy-propionic acid). Reaction SMILES: C([O:3][C:4](=[O:23])[C:5]([O:15][C:16]1[CH:17]=[C:18]([CH3:22])[CH:19]=[CH:20][CH:21]=1)([CH3:14])[CH2:6][C:7]1[CH:12]=[CH:11][C:10](O)=[CH:9][CH:8]=1)C.[CH3:24][C:25]1[O:29][C:28]([C:30]2[CH:35]=[CH:34][C:33]([C:36]3[CH:41]=[CH:40][CH:39]=[CH:38][CH:37]=3)=[CH:32][CH:31]=2)=[N:27][C:26]=1[CH2:42][CH2:43][O:44]S(C1C=CC(C)=CC=1)(=O)=O.C([O-])([O-])=O.[K+].[K+].[OH-].[Na+]>C(O)C>[C:33]1([C:36]2[CH:37]=[CH:38][CH:39]=[CH:40][CH:41]=2)[CH:34]=[CH:35][C:30]([C:28]2[O:29][C:25]([CH3:24])=[C:26]([CH2:42][CH2:43][O:44][C:10]3[CH:9]=[CH:8][C:7]([CH2:6][C:5]([CH3:14])([O:15][C:16]4[CH:17]=[C:18]([CH3:22])[CH:19]=[CH:20][CH:21]=4)[C:4]([OH:23])=[O:3])=[CH:12][CH:11]=3)[N:27]=2)=[CH:31][CH:32]=1 |f:2.3.4,5.6|. Procedure: A mixture of 2-(m-tolyloxy)-3-(4-hydroxyphenyl)-2-methyl-propionic acid ethyl ester (0.095 g, 0.030 mmol) (see Ex. 48, Part C), toluene-4-sulfonic acid 2-(5-methyl-2-biphenyl-4-yl-oxazol-4-yl)ethyl ester (0.030 mmol) and 325 mesh K2CO3 (0.084 g, 0.60 mmol) in ethanol (2 mL) was heated to reflux for 24 h under N2. Aqueous 5N NaOH (0.5 mL) and additional ethanol (1 mL) was added to the reaction mixture and it was heated at reflux for an additional 2 h. The reaction was cooled and the solvent remov... Starting materials: O=C([O-])[O-], C1COCCO1, [Cs+], [Cs+], CN1C(=O)C2(CC(c3ccccc3)Oc3ccc(Br)cc32)N=C1N, Cl[Pd]Cl, c1ccc(P(c2ccccc2)c2ccccc2)cc1, c1ccc(P(c2ccccc2)c2ccccc2)cc1, OB(O)c1cccnc1. Product: CN1C(=O)C2(CC(c3ccccc3)Oc3ccc(-c4cccnc4)cc32)N=C1N. Reaction SMILES: [C:40](=[O:41])([O-:42])[O-:43].[CH2:34]1[O:35][CH2:36][CH2:37][O:38][CH2:39]1.[Cs+:44].[Cs+:45].[NH2:1][C:2]1=[N:22][C:5]2([C:4](=[O:23])[N:3]1[CH3:24])[CH2:6][CH:7]([c:16]1[cH:17][cH:18][cH:19][cH:20][cH:21]1)[O:8][c:9]1[cH:10][cH:11][c:12]([Br:15])[cH:13][c:14]12.[Pd:46]([Cl:47])[Cl:48].[c:49]1([P:50]([c:51]2[cH:52][cH:53][cH:54][cH:55][cH:56]2)[c:57]2[cH:58][cH:59][cH:60][cH:61][cH:62]2)[cH:63][cH:64][cH:65][cH:66][cH:67]1.[c:68]1([P:69]([c:70]2[cH:71][cH:72][cH:73][cH:74][cH:75]2)[c:76]2[cH:77][cH:78][cH:79][cH:80][cH:81]2)[cH:82][cH:83][cH:84][cH:85][cH:86]1.[n:25]1[cH:26][c:27]([B:31]([OH:32])[OH:33])[cH:28][cH:29][cH:30]1>>[NH2:1][C:2]1=[N:22][C:5]2([C:4](=[O:23])[N:3]1[CH3:24])[CH2:6][CH:7]([c:16]1[cH:17][cH:18][cH:19][cH:20][cH:21]1)[O:8][c:9]1[cH:10][cH:11][c:12](-[c:27]3[cH:26][n:25][cH:30][cH:29][cH:28]3)[cH:13][c:14]12. Starting materials: chromic anhydride, [N+](=O)([O-])C1=CC=C(C=C1)CC1=CC=C(C=C1)[N+](=O)[O-] (bis(4-nitrophenyl)methane), chromic anhydride, [N+](=O)([O-])C1=CC=C(C=C1)CC1=CC=C(C=C1)[N+](=O)[O-].[N+](=O)([O-])C1=CC=C(C(=O)C2=CC=C(C=C2)[N+](=O)[O-])C=C1 (bis(4-nitrophenyl)methane 4,4'-dinitrobenzophenone). Solvent: O (H2O), C(C)(=O)O (acetic acid), O (water). Product: [N+](=O)([O-])C1=CC=C(C(C2=CC=C(C=C2)[N+](=O)[O-])=NO)C=C1 (4.4'-Dinitrobenzophenone Oxime). Reaction SMILES: [N+:1]([C:4]1[CH:9]=[CH:8][C:7]([CH2:10][C:11]2[CH:16]=[CH:15][C:14]([N+:17]([O-:19])=[O:18])=[CH:13][CH:12]=2)=[CH:6][CH:5]=1)([O-:3])=[O:2].[N+:20](C1C=CC(CC2C=CC([N+]([O-])=O)=CC=2)=CC=1)([O-])=[O:21].[N+](C1C=CC(C(C2C=CC([N+]([O-])=O)=CC=2)=O)=CC=1)([O-])=O>O.C(O)(=O)C>[N+:1]([C:4]1[CH:9]=[CH:8][C:7]([C:10](=[N:20][OH:21])[C:11]2[CH:16]=[CH:15][C:14]([N+:17]([O-:19])=[O:18])=[CH:13][CH:12]=2)=[CH:6][CH:5]=1)([O-:3])=[O:2] |f:1.2|. Reported procedure: The title compound was prepared by modification of procedures previously reported in the literature (Chapman and Fidler (1936) J. Chem. Soc, 448; Kulin and Leffek (1973) Can. J. Chem., 51: 687). A solution of chromic anhydride (20 g, 200 mmol) in 125 ml of H2O was added dropwise over 4 hours, to a suspension of bis(4-nitrophenyl)methane (25 g, 97 mmol) in 300 ml of acetic acid heated to reflux. The reaction mixture was heated at reflux for 1 hour, cooled to room temperature, and poured into wate...